This data is from the Open Reaction Database (ORD), a public repository of structured organic reaction records. The task is: describe an organic reaction: reactants, conditions, products, and yield The reactants are CCCC[N+](CCCC)(CCCC)CCCC, ClCCl, CI, Cc1cn(C2OC(CO)C(O)C2O)c(=S)[nH]c1=O, [I-], CN(C)C=O. The product is COC1C(O)C(CO)OC1n1cc(C)c(=O)[nH]c1=S. Reaction SMILES: [CH2:27]([N+:28]([CH2:29][CH2:30][CH2:31][CH3:32])([CH2:33][CH2:34][CH2:35][CH3:36])[CH2:37][CH2:38][CH2:39][CH3:40])[CH2:41][CH2:42][CH3:43].[CH2:44]([Cl:45])[Cl:46].[CH3:19][I:20].[CH3:1][c:2]1[cH:3][n:4]([CH:5]2[O:6][CH:7]([CH2:8][OH:9])[CH:10]([OH:11])[CH:12]2[OH:13])[c:14](=[S:15])[nH:16][c:17]1=[O:18].[I-:26].[O:21]=[CH:22][N:23]([CH3:24])[CH3:25]>>[CH3:1][c:2]1[cH:3][n:4]([CH:5]2[O:6][CH:7]([CH2:8][OH:9])[CH:10]([OH:11])[CH:12]2[O:13][CH3:19])[c:14](=[S:15])[nH:16][c:17]1=[O:18]. Reactants: C(C)(C)(C)OC(NC(C(=O)N1CC(C1)C1=CC2=C(C=3N=C(SC3CCO2)C=2N(N=CN2)C(C)C)C=C1)(C)C)=O ((2-{3-[2-(2-isopropyl-2H-[1,2,4]triazol-3-yl)-4,5-dihydro-6-oxa-3-thia-1-aza-benzo[e]azulen-8-yl]-azetidin-1-yl}-1,1-dimethyl-2-oxo-ethyl)-carbamic acid tert-butyl ester), C(=O)(C(F)(F)F)O (TFA). Run in C(Cl)Cl (DCM). Reaction conditions: time 1 hour. The product is NC(C(=O)N1CC(C1)C1=CC2=C(C=3N=C(SC3CCO2)C=2N(N=CN2)C(C)C)C=C1)(C)C (2-Amino-1-{3-[2-(2-isopropyl-2H-[1,2,4]triazol-3-yl)-4,5-dihydro-6-oxa-3-thia-1-aza-benzo[e]azulen-8-yl]-azetidin-1-yl}-2-methyl-propan-1-one). The yield is 71.2%. As a reaction SMILES: C(OC(=O)[NH:7][C:8]([CH3:38])([CH3:37])[C:9]([N:11]1[CH2:14][CH:13]([C:15]2[CH:36]=[CH:35][C:18]3[C:19]4[N:20]=[C:21]([C:27]5[N:28]([CH:32]([CH3:34])[CH3:33])[N:29]=[CH:30][N:31]=5)[S:22][C:23]=4[CH2:24][CH2:25][O:26][C:17]=3[CH:16]=2)[CH2:12]1)=[O:10])(C)(C)C.C(O)(C(F)(F)F)=O>C(Cl)Cl>[NH2:7][C:8]([CH3:38])([CH3:37])[C:9]([N:11]1[CH2:12][CH:13]([C:15]2[CH:36]=[CH:35][C:18]3[C:19]4[N:20]=[C:21]([C:27]5[N:28]([CH:32]([CH3:34])[CH3:33])[N:29]=[CH:30][N:31]=5)[S:22][C:23]=4[CH2:24][CH2:25][O:26][C:17]=3[CH:16]=2)[CH2:14]1)=[O:10]. Procedure: To a solution of (2-{3-[2-(2-isopropyl-2H-[1,2,4]triazol-3-yl)-4,5-dihydro-6-oxa-3-thia-1-aza-benzo[e]azulen-8-yl]-azetidin-1-yl}-1,1-dimethyl-2-oxo-ethyl)-carbamic acid tert-butyl ester (203 mg, 0.36 mmol) in DCM (2 mL) was added TFA (2 mL) and the reaction mixture was stirred for 1 hour then concentrated in vacuo. The residual solid was triturated with ether, filtered off and air-dried before being dissolved in DCM. The organic solution was washed (aqueous saturated sodium bicarbonate solution... Isolated yield 97.6%. Product: NC=1C(=C(C2=C(CC(O2)(C)CN2CCC(CC2)CCNC(C2=CC=CC=C2)C2=CC=CC=C2)C1C)C)C (1-[(5-amino-2,3-dihydro-2,4,6,7-tetramethylbenzofuran-2-yl)methyl]-N-(diphenylmethyl)-4-piperidineethylamine). RXN SMILES: [C:1]1([CH:7]([NH:14][CH2:15][CH2:16][CH:17]2[CH2:22][CH2:21][N:20]([CH2:23][C:24]3([CH3:44])[CH2:28][C:27]4[C:29]([CH3:43])=[C:30]([NH:35]C(=O)OC(C)(C)C)[C:31]([CH3:34])=[C:32]([CH3:33])[C:26]=4[O:25]3)[CH2:19][CH2:18]2)[C:8]2[CH:13]=[CH:12][CH:11]=[CH:10][CH:9]=2)[CH:6]=[CH:5][CH:4]=[CH:3][CH:2]=1.Cl.C(O)C.C(=O)([O-])O.[Na+]>C(O)C>[NH2:35][C:30]1[C:31]([CH3:34])=[C:32]([CH3:33])[C:26]2[O:25][C:24]([CH2:23][N:20]3[CH2:21][CH2:22][CH:17]([CH2:16][CH2:15][NH:14][CH:7]([C:1]4[CH:2]=[CH:3][CH:4]=[CH:5][CH:6]=4)[C:8]4[CH:9]=[CH:10][CH:11]=[CH:12][CH:13]=4)[CH2:18][CH2:19]3)([CH3:44])[CH2:28][C:27]=2[C:29]=1[CH3:43] |f:1.2,3.4|. Procedure: To a solution of tert-butyl [2-[[4-[2-[(diphenylmethyl)amino]ethyl]-1-piperidinyl]methyl]-2,3-dihydro-2,4,6,7-tetramethylbenzofuran-5-yl]carbamate (1.6 g) in ethanol (3 mL) was added 10 mL of 4N-HCl/ethanol and the mixture was stirred at room temperature for 15 hours. This reaction mixture was made basic with aqueous sodium hydrogen carbonate solution and extracted with ethyl acetate. The extract was washed with saturated aqueous NaCl and dried over MgSO4. The solvent was then distilled off unde... Starting materials: C1(=CC=CC=C1)C(C1=CC=CC=C1)NCCC1CCN(CC1)CC1(OC2=C(C1)C(=C(C(=C2C)C)NC(OC(C)(C)C)=O)C)C (tert-butyl [2-[[4-[2-[(diphenylmethyl)amino]ethyl]-1-piperidinyl]methyl]-2,3-dihydro-2,4,6,7-tetramethylbenzofuran-5-yl]carbamate), Cl.C(C)O (HCl ethanol), C(O)([O-])=O.[Na+] (sodium hydrogen carbonate). Run in C(C)O (ethanol). Run at time 15 hour.